Dataset: the Open Reaction Database (ORD), a public repository of structured organic reaction records. Task: describe an organic reaction: reactants, conditions, products, and yield Starting materials: CC(=O)OC(C)=O, COc1cccc2c1CC(N)CC2. Yields the product COc1cccc2c1CC(NC(C)=O)CC2. RXN SMILES: [CH3:14][C:15](=[O:16])[O:17][C:18](=[O:19])[CH3:20].[CH3:1][O:2][c:3]1[cH:4][cH:5][cH:6][c:7]2[c:12]1[CH2:11][CH:10]([NH2:13])[CH2:9][CH2:8]2>>[CH3:1][O:2][c:3]1[cH:4][cH:5][cH:6][c:7]2[c:12]1[CH2:11][CH:10]([NH:13][C:15]([CH3:14])=[O:16])[CH2:9][CH2:8]2. Product: COc1ccc(Br)c(C=O)c1OC. The reactants are COc1ccc(Br)c(C=O)c1O, COS(=O)(=O)OC, [K+], [K+], O=C([O-])[O-], CN(C)C=O, O. Reaction SMILES: [Br:1][c:2]1[cH:3][cH:4][c:5]([O:11][CH3:12])[c:6]([OH:10])[c:7]1[CH:8]=[O:9].[CH3:24][O:25][S:26]([O:27][CH3:28])(=[O:29])=[O:30].[K+:13].[K+:14].[O-:15][C:16]([O-:17])=[O:18].[O:19]=[CH:20][N:21]([CH3:22])[CH3:23].[OH2:31]>>[Br:1][c:2]1[cH:3][cH:4][c:5]([O:11][CH3:12])[c:6]([O:10][CH3:16])[c:7]1[CH:8]=[O:9]. Reactants: Cc1cc2c(cc1C#N)[nH]c(=O)n2C1CCN(C(=O)OC(C)(C)C)CC1, ClCCl, O=C(O)C(F)(F)F. Product: Cc1cc2c(cc1C#N)[nH]c(=O)n2C1CCNCC1. RXN SMILES: [C:1](#[N:2])[c:3]1[cH:4][c:5]2[c:6]([n:7]([CH:11]3[CH2:12][CH2:13][N:14]([C:17]([O:18][C:19]([CH3:20])([CH3:21])[CH3:22])=[O:23])[CH2:15][CH2:16]3)[c:8](=[O:10])[nH:9]2)[cH:24][c:25]1[CH3:26].[Cl:34][CH2:35][Cl:36].[OH:27][C:28]([C:29]([F:30])([F:31])[F:32])=[O:33]>>[C:1](#[N:2])[c:3]1[cH:4][c:5]2[c:6]([n:7]([CH:11]3[CH2:12][CH2:13][NH:14][CH2:15][CH2:16]3)[c:8](=[O:10])[nH:9]2)[cH:24][c:25]1[CH3:26]. The reactants are C(C)(C)(C)OC(=O)N1CCC(CC1)N1C(COC2=C1C=CC=C2)=O (4-(3-Oxo-2,3-dihydro-benzo[1,4]oxazin-4-yl)-piperidine-1-carboxylic acid tert-butyl ester), C(=O)(C(F)(F)F)O.C(Cl)Cl (TFA CH2Cl2). The solvent is CCOCC (Et2O). The product is N1CCC(CC1)N1C(COC2=C1C=CC=C2)=O (4-Piperidin-4-yl-4H-benzo[1,4]oxazin-3-one). Yield: 135.1%. As a reaction SMILES: C(OC([N:8]1[CH2:13][CH2:12][CH:11]([N:14]2[C:19]3[CH:20]=[CH:21][CH:22]=[CH:23][C:18]=3[O:17][CH2:16][C:15]2=[O:24])[CH2:10][CH2:9]1)=O)(C)(C)C.C(O)(C(F)(F)F)=O.C(Cl)Cl>CCOCC>[NH:8]1[CH2:9][CH2:10][CH:11]([N:14]2[C:19]3[CH:20]=[CH:21][CH:22]=[CH:23][C:18]=3[O:17][CH2:16][C:15]2=[O:24])[CH2:12][CH2:13]1 |f:1.2|. Procedure details: 4-(3-Oxo-2,3-dihydro-benzo[1,4]oxazin-4-yl)-piperidine-1-carboxylic acid tert-butyl ester (17 g, 51 mmol) and 1:1 TFA/CH2Cl2 (40 mL) were combined and set stirring. After 45 min the mixture was evaporated to give a clear brown oil. The oil was set stirring and Et2O was added (300 mL). A solid formed and was filtered, washed with Et2O and air dried to give 16 g (90%) of a light beige solid. MS (electrospray): exact mass calculated for C13H16N2O2, 232.12. m/z found, 233.1 [M+H]+. 1H NMR (400 MHz, ... Reactants: NC=1N=CN(C1C(=O)N)CC1=CC=CC=C1 (4-amino-1-benzyl-5-imidazolecarboxamide), S1C(=CC=C1)C(=O)O (2-thiophenecarboxylic acid). The product is C(C1=CC=CC=C1)N1C=NC(=C1C(=O)N)NC(=O)C=1SC=CC1 (1-benzyl-4-(2-thienylcarbonylamino)-5-imidazolecarboxamide). The yield is 60.0%. As a reaction SMILES: [NH2:1][C:2]1[N:3]=[CH:4][N:5]([CH2:10][C:11]2[CH:16]=[CH:15][CH:14]=[CH:13][CH:12]=2)[C:6]=1[C:7]([NH2:9])=[O:8].[S:17]1[CH:21]=[CH:20][CH:19]=[C:18]1[C:22](O)=[O:23]>>[CH2:10]([N:5]1[C:6]([C:7]([NH2:9])=[O:8])=[C:2]([NH:1][C:22]([C:18]2[S:17][CH:21]=[CH:20][CH:19]=2)=[O:23])[N:3]=[CH:4]1)[C:11]1[CH:16]=[CH:15][CH:14]=[CH:13][CH:12]=1. Reported procedure: An amidation reaction and post-treatment were carried out following the conditions of Example 17, using 2.14 g (9.99 mmol) of 4-amino-1-benzyl-5-imidazolecarboxamide prepared in the same manner as in Reference Example 2 and 2-thiophenecarboxylic acid instead of 3-pyridylacetic acid hydrochloride to obtain 1.97 g of 1-benzyl-4-(2-thienylcarbonylamino)-5-imidazolecarboxamide (yield 60%). Reactants: CC(C)(C)OC(=O)C(C)(C)Sc1nc(C(O)COc2ccc(-c3ccc(F)cc3)cc2)cs1, ClCCl, CCCCCC, CCOC(C)=O, O=C(O)C(F)(F)F. Yields the product CC(C)(Sc1nc(C(O)COc2ccc(-c3ccc(F)cc3)cc2)cs1)C(=O)O. Reaction SMILES: [C:1]([CH3:2])([CH3:3])([CH3:4])[O:5][C:6]([C:7]([CH3:8])([CH3:9])[S:10][c:11]1[s:12][cH:13][c:14]([CH:16]([CH2:17][O:18][c:19]2[cH:20][cH:21][c:22](-[c:25]3[cH:26][cH:27][c:28]([F:31])[cH:29][cH:30]3)[cH:23][cH:24]2)[OH:32])[n:15]1)=[O:33].[CH2:41]([Cl:42])[Cl:43].[CH3:44][CH2:45][CH2:46][CH2:47][CH2:48][CH3:49].[CH3:50][CH2:51][O:52][C:53](=[O:54])[CH3:55].[OH:34][C:35]([C:36]([F:37])([F:38])[F:39])=[O:40]>>[O:5]=[C:6]([C:7]([CH3:8])([CH3:9])[S:10][c:11]1[s:12][cH:13][c:14]([CH:16]([CH2:17][O:18][c:19]2[cH:20][cH:21][c:22](-[c:25]3[cH:26][cH:27][c:28]([F:31])[cH:29][cH:30]3)[cH:23][cH:24]2)[OH:32])[n:15]1)[OH:33]. Starting materials: COC1=C(C=CC=C1)CC(CC(=O)O)C (4-(2-methoxy-phenyl)-3-methyl-butyric acid), C1(=CC=CC=C1)CC(C)=O (1-phenylpropan-2-one). Yields the product CC(CC(=O)O)CC1=CC=CC=C1 (3-Methyl-4-phenylbutanoic acid). As a reaction SMILES: CO[C:3]1[CH:8]=[CH:7][CH:6]=[CH:5][C:4]=1[CH2:9][CH:10]([CH3:15])[CH2:11][C:12]([OH:14])=[O:13].C1(CC(=O)C)C=CC=CC=1>>[CH3:15][CH:10]([CH2:9][C:4]1[CH:3]=[CH:8][CH:7]=[CH:6][CH:5]=1)[CH2:11][C:12]([OH:14])=[O:13]. Procedure: 3-Methyl-4-phenylbutanoic acid was prepared in a similar manner as 4-(2-methoxy-phenyl)-3-methyl-butyric acid of Example 32 except using 1-phenylpropan-2-one. 1H NMR (400 MHz, CDCl3) δ 7.31-7.14 (m, 5H), 2.65 (dd, J=13.3, 6.7 Hz, 1H), 2.53 (dd, J=13.3, 7.4 Hz, 1H), 2.38 (dd, 14.9, 5.5 Hz, 1H), 2.28 (app. sext. J=6.7 Hz, 1H), 2.17 (dd, 14.5, 7.8 Hz, 1H), 0.98 (d, J=6.6 Hz, 3H).